describe an organic reaction: reactants, conditions, products, and yield From a dataset of the Open Reaction Database (ORD), a public repository of structured organic reaction records. Starting materials: C(C)(C)(C)C1=C/C(/N(N1C)C[C@@H]1OCCC1)=N\C(=O)C1=C(C=CC(=C1)C(F)(F)F)CC(=O)O ([2-[({(3E)-5-tert-butyl-1-methyl-2-[(2R)-tetrahydrofuran-2-ylmethyl]-1,2-dihydro-3H-pyrazol-3-ylidene}amino)carbonyl]-4-(trifluoromethyl)phenyl]acetic acid), [N+](=[N-])=C[Si](C)(C)C ((diazomethyl)trimethylsilane). Reaction conditions: temperature 20 celsius, time 8 hour. The yield is 60.6%. Solvent: CO (MeOH). Product: C(C)(C)(C)C1=C/C(/N(N1C)C[C@@H]1OCCC1)=N\C(=O)C1=C(C=CC(=C1)C(F)(F)F)CC(=O)OC (methyl [2-[({(3E)-5-tert-butyl-1-methyl-2-[(2R)-tetrahydrofuran-2-ylmethyl]-1,2-dihydro-3H-pyrazol-3-ylidene}amino)carbonyl]-4-(trifluoromethyl)phenyl]acetate). Procedure: To a solution of Example 128A (400 mg, 0.856 mmol) in MeOH (3 mL) was added (diazomethyl)trimethylsilane (4.28 ml, 8.56 mmol). The mixture was stirred at 20° C. overnight then concentrated. The residue was purified by column chromatography using an Analogix® Intelliflash280™ (SiO2, gradient 20-100% solvent A in hexane; solvent A=10:1:0.5 ethyl acetate:methanol:triethylamine) to afford the title compound (250 mg, 0.519 mmol, 60.7% yield). 1H NMR (300 MHz, CDCl3) δ ppm 1.43 (s, 9H) 1.71-1.85 (m, 3... As a reaction SMILES: [C:1]([C:5]1[N:9]([CH3:10])[N:8]([CH2:11][C@H:12]2[CH2:16][CH2:15][CH2:14][O:13]2)/[C:7](=[N:17]/[C:18]([C:20]2[CH:25]=[C:24]([C:26]([F:29])([F:28])[F:27])[CH:23]=[CH:22][C:21]=2[CH2:30][C:31]([OH:33])=[O:32])=[O:19])/[CH:6]=1)([CH3:4])([CH3:3])[CH3:2].[N+](=[CH:36][Si](C)(C)C)=[N-]>CO>[C:1]([C:5]1[N:9]([CH3:10])[N:8]([CH2:11][C@H:12]2[CH2:16][CH2:15][CH2:14][O:13]2)/[C:7](=[N:17]/[C:18]([C:20]2[CH:25]=[C:24]([C:26]([F:28])([F:29])[F:27])[CH:23]=[CH:22][C:21]=2[CH2:30][C:31]([O:33][CH3:36])=[O:32])=[O:19])/[CH:6]=1)([CH3:4])([CH3:2])[CH3:3].